Task: describe an organic reaction: reactants, conditions, products, and yield. Dataset: the Open Reaction Database (ORD), a public repository of structured organic reaction records Starting materials: CC1(C)CC(c2ccccn2)c2ccccc2O1, O=C(OO)c1cccc(Cl)c1, ClCCl. Yields the product CC1(C)CC(c2cccc[n+]2[O-])c2ccccc2O1. As a reaction SMILES: [CH3:1][C:2]1([CH3:18])[O:3][c:4]2[c:5]([cH:14][cH:15][cH:16][cH:17]2)[CH:6]([c:8]2[n:9][cH:10][cH:11][cH:12][cH:13]2)[CH2:7]1.[Cl:19][c:20]1[cH:21][cH:22][cH:23][c:24]([C:25]([O:26][OH:28])=[O:27])[cH:29]1.[Cl:30][CH2:31][Cl:32]>>[CH3:1][C:2]1([CH3:18])[O:3][c:4]2[c:5]([cH:14][cH:15][cH:16][cH:17]2)[CH:6]([c:8]2[n+:9]([O-:27])[cH:10][cH:11][cH:12][cH:13]2)[CH2:7]1. The reactants are C(C1=CC=CC=C1)OC1=CC=C(CCl)C=C1 (4-benzyloxy-benzyl chloride), [I-].[K+] (potassium iodide), ClC=1C=C2C=C(NC2=CC1Cl)CC(F)(F)F (5,6-Dichloro-2-(2,2,2-trifluoro-ethyl)-1H-indole), [H-].[Na+] (NaH), ClC1=CC=CC=2N(C(=NC21)CC(F)(F)F)Cl (dichloro-2-(2,2,2-trifluoro-ethyl)-1H-benzoimidazole), [NH4+].[Cl-] (NH4Cl). Yields the product EtOAc hexanes, C(C1=CC=CC=C1)OC1=CC=C(CN2C(=NC3=C2C=C(C(=C3)Cl)Cl)CC(F)(F)F)C=C1 (1-(4-Benzyloxy-benzyl)-5,6-dichloro-2-(2,2,2-trifluoro-ethyl)-1H-benzoimidazole). The yield is 0.0%. Reaction SMILES: [H-].[Na+].ClC1C2N=C(CC(F)(F)F)[N:9](Cl)C=2C=CC=1.[Cl:19][C:20]1[CH:21]=[C:22]2[C:26](=[CH:27][C:28]=1[Cl:29])[NH:25][C:24]([CH2:30][C:31]([F:34])([F:33])[F:32])=C2.[CH2:35]([O:42][C:43]1[CH:50]=[CH:49][C:46]([CH2:47]Cl)=[CH:45][CH:44]=1)[C:36]1[CH:41]=[CH:40][CH:39]=[CH:38][CH:37]=1.[I-].[K+].[NH4+].[Cl-]>CN(C=O)C>[CH2:35]([O:42][C:43]1[CH:50]=[CH:49][C:46]([CH2:47][N:9]2[C:22]3[CH:21]=[C:20]([Cl:19])[C:28]([Cl:29])=[CH:27][C:26]=3[N:25]=[C:24]2[CH2:30][C:31]([F:32])([F:33])[F:34])=[CH:45][CH:44]=1)[C:36]1[CH:41]=[CH:40][CH:39]=[CH:38][CH:37]=1 |f:0.1,5.6,7.8|. Run in CN(C)C=O (DMF). Conditions: temperature 0 celsius, time 0.5 hour. Procedure details: NaH (60%) (120 mg, 3 mmol) was added into a solution of dichloro-2-(2,2,2-trifluoro-ethyl)-1H-benzoimidazole. 5,6-Dichloro-2-(2,2,2-trifluoro-ethyl)-1H-indole (538 mg, 2 mmol) in DMF (5 ml) at 0° C. The resulting mixture was stirred at 0° C. for half hour. 4-benzyloxy-benzyl chloride (698 mg, 3 mmol) and potassium iodide (498 mg, 3 mmol) were then added to the reaction mixture at 0° C. The reaction temperature was raised to 25° C. and then the reaction mixture was stirred for 18 hours. NH4Cl (aq... The reactants are OCC=1C(=C(N)C(=C(C1I)C(=O)NCC(CO)O)I)I (3-Hydroxymethyl-5-(2,3-dihydroxypropylaminocarbonyl)-2,4,6-triiodoaniline), C(C)(=O)OC(C)=O (acetic anhydride). Solvent: N1=CC=CC=C1 (pyridine). Run at time 2 hour. The product is C(C)(=O)OCC=1C(=C(N)C(=C(C1I)C(=O)NCC(COC(C)=O)OC(C)=O)I)I (3-Acetoxymethyl-5-(2,3-diacetoxypropylaminocarbonyl)-2,4,6-triiodoaniline). As a reaction SMILES: [OH:1][CH2:2][C:3]1[C:4]([I:20])=[C:5]([C:7]([I:19])=[C:8]([C:11]([NH:13][CH2:14][CH:15]([OH:18])[CH2:16][OH:17])=[O:12])[C:9]=1[I:10])[NH2:6].C(O[C:25](=[O:27])[CH3:26])(=O)C>N1C=CC=CC=1>[C:2]([O:1][CH2:2][C:3]1[C:4]([I:20])=[C:5]([C:7]([I:19])=[C:8]([C:11]([NH:13][CH2:14][CH:15]([O:18][C:25](=[O:27])[CH3:26])[CH2:16][O:17][C:11](=[O:12])[CH3:8])=[O:12])[C:9]=1[I:10])[NH2:6])(=[O:1])[CH3:3]. Reported procedure: 3-Hydroxymethyl-5-(2,3-dihydroxypropylaminocarbonyl)-2,4,6-triiodoaniline (1.32 g, 2.1 mmol) was dissolved in pyridine (10 ml) containing acetic anhydride (10 ml). The mixture was stirred at room temperature for 2 h and CH2Cl2 (100 ml) and the solution was washed with water (3×25 ml). The organic phase was washed with water (3×50 ml) and a saturated aqueous solution of NaHCO3 (2×50 ml). After drying (Na2SO4) and evaporation, the residue was purified by flash chromatography on a silica column usi... The reactants are CC1(OCCO1)C1=CC=C(O1)CN1N=CC(=N1)N (2-[5-(2-methyl-[1,3]dioxolan-2-yl)-furan-2-ylmethyl]-2H-[1,2,3]triazol-4-ylamine), C1(=CC=CC=C1)C1=C(N=CO1)C(=O)O (5-phenyl-oxazole-4-carboxylic acid). The product is C(C)(=O)C1=CC=C(O1)CN1N=CC(=N1)NC(=O)C=1N=COC1C1=CC=CC=C1 (5-Phenyl-oxazole-4-carboxylic acid [2-(5-acetyl-furan-2-ylmethyl)-2H-[1,2,3]triazol-4-yl]-amide). Reaction SMILES: [CH3:1][C:2]1([C:7]2[O:11][C:10]([CH2:12][N:13]3[N:17]=[C:16]([NH2:18])[CH:15]=[N:14]3)=[CH:9][CH:8]=2)[O:6]CCO1.[C:19]1([C:25]2[O:29][CH:28]=[N:27][C:26]=2[C:30](O)=[O:31])[CH:24]=[CH:23][CH:22]=[CH:21][CH:20]=1>>[C:2]([C:7]1[O:11][C:10]([CH2:12][N:13]2[N:17]=[C:16]([NH:18][C:30]([C:26]3[N:27]=[CH:28][O:29][C:25]=3[C:19]3[CH:20]=[CH:21][CH:22]=[CH:23][CH:24]=3)=[O:31])[CH:15]=[N:14]2)=[CH:9][CH:8]=1)(=[O:6])[CH3:1]. Procedure details: Following general procedure A followed by either B or C, starting from 2-[5-(2-methyl-[1,3]dioxolan-2-yl)-furan-2-ylmethyl]-2H-[1,2,3]triazol-4-ylamine and 5-phenyl-oxazole-4-carboxylic acid. Starting materials: Cl.ClC1=CC=NC=C1 (4-chloropyridine hydrochloride), OC1CCNCC1 (4-hydroxypiperidine), C([O-])(O)=O.[Na+] (sodium bicarbonate). Run in C(CC(C)C)O (isoamyl alcohol). Reaction conditions: time 60 hour. Yields the product N1=CC=C(C=C1)N1CCC(CC1)O (1-(4-Pyridyl)-4-piperidinol). As a reaction SMILES: Cl.Cl[C:3]1[CH:8]=[CH:7][N:6]=[CH:5][CH:4]=1.[OH:9][CH:10]1[CH2:15][CH2:14][NH:13][CH2:12][CH2:11]1.C(=O)(O)[O-].[Na+]>C(O)CC(C)C>[N:6]1[CH:7]=[CH:8][C:3]([N:13]2[CH2:14][CH2:15][CH:10]([OH:9])[CH2:11][CH2:12]2)=[CH:4][CH:5]=1 |f:0.1,3.4|. Reported procedure: A mixture of 4-chloropyridine hydrochloride (7.50 g), 4-hydroxypiperidine (5.06 g) and sodium bicarbonate (10.1 g) in isoamyl alcohol (60 ml) was heated under reflux with stirring for 60 hours and then evaporated. The residue was extracted several times with a boiling mixture of ethyl acetate/methanol (10:1) and the combined extracts were filtered and evaporated. The residue was sublimed at 120°-150° and 0.2 mm pressure to give the pure product, (7.30 g), m.p. 155°-156°.